From a dataset of the Open Reaction Database (ORD), a public repository of structured organic reaction records. describe an organic reaction: reactants, conditions, products, and yield Reactants: CSC1=NC(=O)C(=Cc2ccc3c(cnn3Cc3ccc(Cl)cc3C(F)(F)F)c2)S1, O=C(NC1CCNC1)C(F)(F)F. Yields the product O=C1N=C(N2CCC(NC(=O)C(F)(F)F)C2)SC1=Cc1ccc2c(cnn2Cc2ccc(Cl)cc2C(F)(F)F)c1. RXN SMILES: [Cl:1][c:2]1[cH:3][c:4]([C:27]([F:28])([F:29])[F:30])[c:5]([CH2:6][n:7]2[n:8][cH:9][c:10]3[cH:11][c:12]([CH:16]=[C:17]4[C:18](=[O:24])[N:19]=[C:20]([S:22][CH3:23])[S:21]4)[cH:13][cH:14][c:15]23)[cH:25][cH:26]1.[F:31][C:32]([C:33](=[O:34])[NH:35][CH:36]1[CH2:37][NH:38][CH2:39][CH2:40]1)([F:41])[F:42]>>[Cl:1][c:2]1[cH:3][c:4]([C:27]([F:28])([F:29])[F:30])[c:5]([CH2:6][n:7]2[n:8][cH:9][c:10]3[cH:11][c:12]([CH:16]=[C:17]4[C:18](=[O:24])[N:19]=[C:20]([N:38]5[CH2:37][CH:36]([NH:35][C:33]([C:32]([F:31])([F:41])[F:42])=[O:34])[CH2:40][CH2:39]5)[S:21]4)[cH:13][cH:14][c:15]23)[cH:25][cH:26]1. Starting materials: COc1cc2nc[nH]c(=O)c2cc1-c1ccccc1, Clc1ccc2c(c1)NCC2. The product is COc1cc2ncnc(N3CCc4ccc(Cl)cc43)c2cc1-c1ccccc1. Reaction SMILES: [CH3:1][O:2][c:3]1[c:4](-[c:14]2[cH:15][cH:16][cH:17][cH:18][cH:19]2)[cH:5][c:6]2[c:7](=[O:13])[nH:8][cH:9][n:10][c:11]2[cH:12]1.[Cl:20][c:21]1[cH:22][cH:23][c:24]2[c:28]([cH:29]1)[NH:27][CH2:26][CH2:25]2>>[CH3:1][O:2][c:3]1[c:4](-[c:14]2[cH:15][cH:16][cH:17][cH:18][cH:19]2)[cH:5][c:6]2[c:7]([N:27]3[CH2:26][CH2:25][c:24]4[cH:23][cH:22][c:21]([Cl:20])[cH:29][c:28]43)[n:8][cH:9][n:10][c:11]2[cH:12]1. Starting materials: Clc1ccc2c(c1)C=Cc1cc(Br)ccc1CN2, CC(Cl)Cl, O=S(=O)(Cl)N1CCOCC1, c1ccncc1. Product: O=S(=O)(N1CCOCC1)N1Cc2ccc(Br)cc2C=Cc2cc(Cl)ccc21. Reaction SMILES: [Br:1][c:2]1[cH:3][cH:4][c:5]2[c:6]([cH:18]1)[CH:7]=[CH:8][c:9]1[c:10]([cH:13][cH:14][c:15]([Cl:17])[cH:16]1)[NH:11][CH2:12]2.[Cl:35][CH:36]([Cl:37])[CH3:38].[O:25]1[CH2:26][CH2:27][N:28]([S:31](=[O:32])(=[O:33])[Cl:34])[CH2:29][CH2:30]1.[cH:19]1[cH:20][cH:21][n:22][cH:23][cH:24]1>>[Br:1][c:2]1[cH:3][cH:4][c:5]2[c:6]([cH:18]1)[CH:7]=[CH:8][c:9]1[c:10]([cH:13][cH:14][c:15]([Cl:17])[cH:16]1)[N:11]([S:31]([N:28]1[CH2:27][CH2:26][O:25][CH2:30][CH2:29]1)(=[O:32])=[O:33])[CH2:12]2. Reactants: ClC(c1ccccc1)(c1ccccc1)c1ccccc1, CN(C)C=O, O, c1ccc(-c2c[nH]cn2)cc1. Product: c1ccc(-c2cn(C(c3ccccc3)(c3ccccc3)c3ccccc3)cn2)cc1. RXN SMILES: [C:12]([c:13]1[cH:14][cH:15][cH:16][cH:17][cH:18]1)([c:19]1[cH:20][cH:21][cH:22][cH:23][cH:24]1)([c:25]1[cH:26][cH:27][cH:28][cH:29][cH:30]1)[Cl:31].[O:33]=[CH:34][N:35]([CH3:36])[CH3:37].[OH2:32].[c:1]1(-[c:7]2[n:8][cH:9][nH:10][cH:11]2)[cH:2][cH:3][cH:4][cH:5][cH:6]1>>[c:1]1(-[c:7]2[n:8][cH:9][n:10]([C:12]([c:13]3[cH:14][cH:15][cH:16][cH:17][cH:18]3)([c:19]3[cH:20][cH:21][cH:22][cH:23][cH:24]3)[c:25]3[cH:26][cH:27][cH:28][cH:29][cH:30]3)[cH:11]2)[cH:2][cH:3][cH:4][cH:5][cH:6]1. Reactants: B.C1CCOC1 (Borane THF), BrC=1C=CC(=C(C(=O)O)C1)I (5-Bromo-2-iodobenzoic acid), O (water). The solvent is C1CCOC1 (THF). Run at time 14 hour. The product is BrC=1C=CC(=C(CO)C1)I (5-bromo-2-iodobenzyl alcohol). Reaction SMILES: [Br:1][C:2]1[CH:3]=[CH:4][C:5]([I:11])=[C:6]([CH:10]=1)[C:7](O)=[O:8].B.C1COCC1.O>C1COCC1>[Br:1][C:2]1[CH:3]=[CH:4][C:5]([I:11])=[C:6]([CH:10]=1)[CH2:7][OH:8] |f:1.2|. Procedure details: 5-Bromo-2-iodobenzoic acid (100 g, 0.306 mol) is dissolved in THF (350 mL) and cooled in an ice bath. Borane-THF complex (460 mL of 1 M in THF, 0.460 mol) is added dropwise. After addition is complete, the reaction is warmed to room temp and stirred for 14 hours. The mixture is transferred a large erlenmeyer flask (4 L), cooled in an ice bath and carefully quenched with water (250 mL). Evaporation of the THF by rotary evaporator gives a white suspension which is treated with additional water (1 ... Reactants: C, O=C1Nc2ccccc2C(c2ccccc2)N1CC1CCCN1Cc1ccccc1, CCO, O=C[O-], [NH4+], [Pd]. Yields the product O=C1Nc2ccccc2C(c2ccccc2)N1CC1CCCN1. Reaction SMILES: [C:38].[CH2:1]([c:2]1[cH:3][cH:4][cH:5][cH:6][cH:7]1)[N:8]1[CH:9]([CH2:13][N:14]2[C:15](=[O:30])[NH:16][c:17]3[cH:18][cH:19][cH:20][cH:21][c:22]3[CH:23]2[c:24]2[cH:25][cH:26][cH:27][cH:28][cH:29]2)[CH2:10][CH2:11][CH2:12]1.[CH3:35][CH2:36][OH:37].[CH:31]([O-:32])=[O:33].[NH4+:34].[Pd:39]>>[NH:8]1[CH:9]([CH2:13][N:14]2[C:15](=[O:30])[NH:16][c:17]3[cH:18][cH:19][cH:20][cH:21][c:22]3[CH:23]2[c:24]2[cH:25][cH:26][cH:27][cH:28][cH:29]2)[CH2:10][CH2:11][CH2:12]1.